From a dataset of the Open Reaction Database (ORD), a public repository of structured organic reaction records. describe an organic reaction: reactants, conditions, products, and yield The reactants are CCS(=O)(=O)c1ccccc1S(N)(=O)=O, O=C(Cl)Cl, ClCCCl, O=S(Cl)Cl, c1ccncc1. The product is CCS(=O)(=O)c1ccccc1S(=O)(=O)N=C=O. Reaction SMILES: [CH2:5]([CH3:6])[S:7](=[O:8])(=[O:9])[c:10]1[c:11]([S:16](=[O:17])(=[O:18])[NH2:19])[cH:12][cH:13][cH:14][cH:15]1.[Cl:26][C:27]([Cl:28])=[O:29].[Cl:30][CH2:31][CH2:32][Cl:33].[S:1]([Cl:2])([Cl:3])=[O:4].[cH:20]1[cH:21][cH:22][n:23][cH:24][cH:25]1>>[CH2:5]([CH3:6])[S:7](=[O:8])(=[O:9])[c:10]1[c:11]([S:16](=[O:17])(=[O:18])[N:19]=[C:27]=[O:29])[cH:12][cH:13][cH:14][cH:15]1. The reactants are C(C1=CC=CC=C1)OC1=C(C(=CC=C1)OC)C(O)C1=CC=C(C=C1)OC ((2-benzyloxy-6-methoxyphenyl)-(4-methoxyphenyl)-methanol), Cl (HCl). The reagents and catalysts are [OH-].[Pd+2].[OH-] (palladium hydroxide). Run in CO (methanol). Conditions: time 24 hour. Product: COC=1C(=C(C=CC1)O)CC1=CC=C(C=C1)OC (3-Methoxy-2-(4-methoxybenzyl)phenol). The yield is 88.2%. As a reaction SMILES: [CH2:1]([O:8][C:9]1[CH:14]=[CH:13][CH:12]=[C:11]([O:15]C)[C:10]=1[CH:17]([C:19]1[CH:24]=[CH:23][C:22]([O:25][CH3:26])=[CH:21][CH:20]=1)O)C1C=CC=CC=1.Cl>CO.[OH-].[Pd+2].[OH-]>[CH3:1][O:8][C:9]1[C:10]([CH2:17][C:19]2[CH:24]=[CH:23][C:22]([O:25][CH3:26])=[CH:21][CH:20]=2)=[C:11]([OH:15])[CH:12]=[CH:13][CH:14]=1 |f:3.4.5|. Procedure: To a solution of (2-benzyloxy-6-methoxyphenyl)-(4-methoxyphenyl)-methanol (2.13 g, 6.08 mmol) in methanol (50 mL), a 20% palladium hydroxide catalyst (0.32 g) was added and furthermore 2N—HCl (1.8 mL) was added thereto. The reaction mixture was stirred under a hydrogen atmosphere for 24 hours, and then the catalyst was filtered off. The solvent was distilled under reduced pressure and the obtained residue was purified by silica gel column chromatography [developing solution=ethyl acetate:n-hexan...